Task: describe an organic reaction: reactants, conditions, products, and yield. Dataset: the Open Reaction Database (ORD), a public repository of structured organic reaction records Reactants: C=O (formaldehyde), C(C1=CC=CC=C1)OC=1C(=NC(=NC1CCCCC)N)C (5-(benzyloxy)-4-methyl-6-pentylpyrimidin-2-amine), [BH3-]C#N.[Na+] (NaCNBH3). Solvent: CO (methanol). Conditions: temperature 23 celsius, time 3 hour. Product: C(C1=CC=CC=C1)OC=1C(=NC(=NC1CCCCC)N(C)C)C (5-(benzyloxy)-N,N,4-trimethyl-6-pentylpyrimidin-2-amine). RXN SMILES: [CH2:1]([O:8][C:9]1[C:10]([CH3:21])=[N:11][C:12](N)=[N:13][C:14]=1[CH2:15][CH2:16][CH2:17][CH2:18][CH3:19])[C:2]1[CH:7]=[CH:6][CH:5]=[CH:4][CH:3]=1.[CH2:22]=O.[BH3-][C:25]#[N:26].[Na+]>CO>[CH2:1]([O:8][C:9]1[C:10]([CH3:21])=[N:11][C:12]([N:26]([CH3:25])[CH3:22])=[N:13][C:14]=1[CH2:15][CH2:16][CH2:17][CH2:18][CH3:19])[C:2]1[CH:7]=[CH:6][CH:5]=[CH:4][CH:3]=1 |f:2.3|. Reported procedure: To a stirred solution containing 334 mg (1.17 mmol) of 5-(benzyloxy)-4-methyl-6-pentylpyrimidin-2-amine in 4 mL of methanol were added 4 mL of 35% aq. formaldehyde followed by 588 mg (9.35 mmol) of NaCNBH3. The reaction mixture was stirred at 23° C. for 3 h. The reaction mixture was quenched with acetic acid until bubbling ceased then poured into 20 mL of water and extracted with two 40-mL portions of ethyl acetate. The combined organic layer was washed with one 40-mL portion of saturated aq. Na... Product: CN1CC(=O)Nc2ncc(C=CC(=O)N(C)Cc3ccc4cc[nH]c4c3)cc2C1. RXN SMILES: [CH2:42]([Cl:43])[CH2:44][Cl:45].[CH3:15][N:16]1[CH2:17][C:18](=[O:32])[NH:19][c:20]2[c:21]([cH:23][c:24]([CH:27]=[CH:28][C:29](=[O:30])[OH:31])[cH:25][n:26]2)[CH2:22]1.[CH:33]([N:34]([CH:35]([CH3:36])[CH3:37])[CH2:38][CH3:39])([CH3:40])[CH3:41].[ClH:13].[ClH:14].[ClH:46].[O:47]=[CH:48][N:49]([CH3:50])[CH3:51].[OH2:52].[nH:1]1[cH:2][cH:3][c:4]2[cH:5][cH:6][c:7]([CH2:10][NH:11][CH3:12])[cH:8][c:9]12>>[nH:1]1[cH:2][cH:3][c:4]2[cH:5][cH:6][c:7]([CH2:10][N:11]([CH3:12])[C:29]([CH:28]=[CH:27][c:24]3[cH:23][c:21]4[c:20]([n:26][cH:25]3)[NH:19][C:18](=[O:32])[CH2:17][N:16]([CH3:15])[CH2:22]4)=[O:31])[cH:8][c:9]12. The reactants are ClCCCl, CN1CC(=O)Nc2ncc(C=CC(=O)O)cc2C1, CCN(C(C)C)C(C)C, Cl, Cl, Cl, CN(C)C=O, O, CNCc1ccc2cc[nH]c2c1.